This data is from the Open Reaction Database (ORD), a public repository of structured organic reaction records. The task is: describe an organic reaction: reactants, conditions, products, and yield The reactants are NC(CC(C(=O)OCC)C)C1=C(C=CC=C1OC)OC (ethyl 4-amino-4-(2,6-dimethoxyphenyl)-2-methylbutanoate), FC(OC1=C(C=C(C=O)C=C1)OC)F (4-(difluoromethoxy)-3-methoxybenzaldehyde). The product is FC(OC1=C(C=C(CN2C(C(CC2C2=C(C=CC=C2OC)OC)C)=O)C=C1)OC)F (1-(4-(difluoromethoxy)-3-methoxybenzyl)-5-(2,6-dimethoxyphenyl)-3-methylpyrrolidin-2-one). RXN SMILES: [NH2:1][CH:2]([C:11]1[C:16]([O:17][CH3:18])=[CH:15][CH:14]=[CH:13][C:12]=1[O:19][CH3:20])[CH2:3][CH:4]([CH3:10])[C:5]([O:7]CC)=O.[F:21][CH:22]([F:34])[O:23][C:24]1[CH:31]=[CH:30][C:27]([CH:28]=O)=[CH:26][C:25]=1[O:32][CH3:33]>>[F:21][CH:22]([F:34])[O:23][C:24]1[CH:31]=[CH:30][C:27]([CH2:28][N:1]2[CH:2]([C:11]3[C:12]([O:19][CH3:20])=[CH:13][CH:14]=[CH:15][C:16]=3[O:17][CH3:18])[CH2:3][CH:4]([CH3:10])[C:5]2=[O:7])=[CH:26][C:25]=1[O:32][CH3:33]. Procedure details: Prepared according to the described general procedure 2 (GP2) by reaction of ethyl 4-amino-4-(2,6-dimethoxyphenyl)-2-methylbutanoate with commercially available 4-(difluoromethoxy)-3-methoxybenzaldehyde. Subsequent purification by preparative HPLC afforded the target compound. LC-MS (conditions A): tR=0.85 min.; [M+H]+: 422.01 g/mol. The reactants are ClC=1N=C(C2=C(N1)SC(=N2)CN2CCN(CC2)S(=O)(=O)C)N2CCOCC2 (5-Chloro-2-(4-methanesulfonyl-piperazin-1-ylmethyl)-7-morpholin-4-yl-thiazolo[5,4-d]pyrimidine), CC1(OB(OC1(C)C)C=1C=CC(=NC1)N)C (5-(4,4,5,5-tetramethyl-[1,3,2]dioxaborolan-2-yl)-pyridin-2-ylamine). The product is CS(=O)(=O)N1CCN(CC1)CC=1SC=2N=C(N=C(C2N1)N1CCOCC1)C=1C=CC(=NC1)N (5-(2-((4-(methylsulfonyl)piperazin-1-yl)methyl)-7-morpholinothiazolo[5,4-d]pyrimidin-5-yl)pyridin-2-amine). Isolated yield 26.8%. Reaction SMILES: Cl[C:2]1[N:3]=[C:4]([N:22]2[CH2:27][CH2:26][O:25][CH2:24][CH2:23]2)[C:5]2[N:10]=[C:9]([CH2:11][N:12]3[CH2:17][CH2:16][N:15]([S:18]([CH3:21])(=[O:20])=[O:19])[CH2:14][CH2:13]3)[S:8][C:6]=2[N:7]=1.CC1(C)C(C)(C)OB([C:36]2[CH:37]=[CH:38][C:39]([NH2:42])=[N:40][CH:41]=2)O1>>[CH3:21][S:18]([N:15]1[CH2:16][CH2:17][N:12]([CH2:11][C:9]2[S:8][C:6]3[N:7]=[C:2]([C:36]4[CH:37]=[CH:38][C:39]([NH2:42])=[N:40][CH:41]=4)[N:3]=[C:4]([N:22]4[CH2:27][CH2:26][O:25][CH2:24][CH2:23]4)[C:5]=3[N:10]=2)[CH2:13][CH2:14]1)(=[O:20])=[O:19]. Reported procedure: 5-Chloro-2-(4-methanesulfonyl-piperazin-1-ylmethyl)-7-morpholin-4-yl-thiazolo[5,4-d]pyrimidine (80 mg) was reacted with 49 mg of 5-(4,4,5,5-tetramethyl-[1,3,2]dioxaborolan-2-yl)-pyridin-2-ylamine via General Procedure A. The product was purified by reverse phase HPLC to yield 24.3 mg of 111. MS (Q1) 491.0 (M)+. Reactants: CCOC(=O)C(CC)CCN1C(=O)c2cc3oc(-c4cccc(C(F)(F)F)c4)cc3n2C1=S, O, O=C(O)C(F)(F)F. Product: CCC(CCN1C(=O)c2cc3oc(-c4cccc(C(F)(F)F)c4)cc3n2C1=S)C(=O)O. RXN SMILES: [CH2:1]([CH3:2])[O:3][C:4]([CH:5]([CH2:6][CH2:7][N:8]1[C:9](=[O:30])[c:10]2[n:11]([c:12]3[cH:13][c:14](-[c:18]4[cH:19][c:20]([C:24]([F:25])([F:26])[F:27])[cH:21][cH:22][cH:23]4)[o:15][c:16]3[cH:17]2)[C:28]1=[S:29])[CH2:31][CH3:32])=[O:33].[OH2:41].[OH:34][C:35]([C:36]([F:37])([F:38])[F:39])=[O:40]>>[O:3]=[C:4]([CH:5]([CH2:6][CH2:7][N:8]1[C:9](=[O:30])[c:10]2[n:11]([c:12]3[cH:13][c:14](-[c:18]4[cH:19][c:20]([C:24]([F:25])([F:26])[F:27])[cH:21][cH:22][cH:23]4)[o:15][c:16]3[cH:17]2)[C:28]1=[S:29])[CH2:31][CH3:32])[OH:33]. The reactants are CCOC(=O)C (EtOAc), C1(=CC=CC=C1)[C@@H]1COCC(N1)=O ((5R)-5-phenylmorpholin-3-one), [H-].[Al+3].[Li+].[H-].[H-].[H-] (lithium aluminium hydride), [H-].[H-].[H-].[H-].[Li+].[Al+3] (LAH), [OH-].[Na+] (NaOH). Solvent: CO (methanol), O (water), C1CCOC1 (THF). Reaction conditions: temperature 40 celsius, time 1 hour. The product is C1(=CC=CC=C1)[C@H]1NCCOC1 ((3R)-3-phenylmorpholine). Reaction SMILES: [C:1]1([C@H:7]2[NH:12][C:11](=O)[CH2:10][O:9][CH2:8]2)[CH:6]=[CH:5][CH:4]=[CH:3][CH:2]=1.[H-].[Al+3].[Li+].[H-].[H-].[H-].CCOC(C)=O.[OH-].[Na+]>C1COCC1.CO.O>[C:1]1([C@@H:7]2[CH2:8][O:9][CH2:10][CH2:11][NH:12]2)[CH:2]=[CH:3][CH:4]=[CH:5][CH:6]=1 |f:1.2.3.4.5.6,8.9|. Procedure: To a solution of (5R)-5-phenylmorpholin-3-one 5 (2.500 g, 14.11 mmol) in THF (57.02 mL) cooled in an ice bath was added lithium aluminium hydride (2M in THF) (9.170 mL of 2 M, 18.34 mmol) slowly over 5 mins. On complete addition mixture was warmed to 40° C. and stirred for 1 h. The reaction mixture was cooled down to rt then added more LAH (4.9 mL, 0.7 eq) and warmed back to 40° C. for a further 1 h. The reaction mixture was cooled in an ice bath and EtOAc (5 ml) was slowly added and the resulti... Starting materials: NC=1C(=CC(=C(C#N)C1)Br)F (5-amino-2-bromo-4-fluorobenzonitrile), C1(CC1)B(O)O (cyclo-propyl boronic acid), C1(CCCCC1)P(C1CCCCC1)C1CCCCC1 (tricyclohexyl phosphine), C(=O)([O-])[O-].[Cs+].[Cs+] (Cs2CO3). The reagents and catalysts are CC(=O)[O-].CC(=O)[O-].[Pd+2] (Pd(OAc)2). The solvent is O (H2O), C1(=CC=CC=C1)C (toluene). Reaction conditions: temperature 110 celsius. Yields the product NC=1C(=CC(=C(C#N)C1)C1CC1)F (5-amino-2-cyclopropyl-4-fluorobenzonitrile). Yield: 61.0%. As a reaction SMILES: [NH2:1][C:2]1[C:3]([F:11])=[CH:4][C:5](Br)=[C:6]([CH:9]=1)[C:7]#[N:8].[CH:12]1(B(O)O)[CH2:14][CH2:13]1.C1(P(C2CCCCC2)C2CCCCC2)CCCCC1.C([O-])([O-])=O.[Cs+].[Cs+]>CC([O-])=O.CC([O-])=O.[Pd+2].O.C1(C)C=CC=CC=1>[NH2:1][C:2]1[C:3]([F:11])=[CH:4][C:5]([CH:12]2[CH2:14][CH2:13]2)=[C:6]([CH:9]=1)[C:7]#[N:8] |f:3.4.5,6.7.8|. Reported procedure: The product from the above reaction (5-amino-2-bromo-4-fluorobenzonitrile) (4.0 g, 18.6 mmol), cyclo-propyl boronic acid (3.19 g, 37.2 mmol), Pd(OAc)2 (835 mg, 3.72 mmol), tricyclohexyl phosphine (1.04 g, 3.72 mmol), Cs2CO3 (36.3 g, 111.6 mmol) were combined in a pressure vessel. A mixture of toluene (110 ml) and H2O (35 ml) was added. The ensuing yellow-orange suspension was degassed and flushed with nitrogen gas (3×). The pressure vessel was sealed and heated over night (ca. 12 h) at 110° C. A... Reactants: CS(=O)(=O)N=C(OC1=CC=CC=C1)OC1=CC=CC=C1 (diphenyl methylsulfonylcarbonimidate), BrC=1C=C(N)C=CC1 (3-bromoaniline). The solvent is C(C)#N (acetonitrile). Reaction conditions: temperature 70 celsius. Yields the product BrC=1C=C(C=CC1)NC(OC1=CC=CC=C1)=NS(=O)(=O)C (phenyl N-3-bromophenyl-N′-(methylsulfonyl)carbamimidate). The yield is 52.1%. As a reaction SMILES: [CH3:1][S:2]([N:5]=[C:6]([O:14][C:15]1[CH:20]=[CH:19][CH:18]=[CH:17][CH:16]=1)OC1C=CC=CC=1)(=[O:4])=[O:3].[Br:21][C:22]1[CH:23]=[C:24]([CH:26]=[CH:27][CH:28]=1)[NH2:25]>C(#N)C>[Br:21][C:22]1[CH:23]=[C:24]([NH:25][C:6](=[N:5][S:2]([CH3:1])(=[O:3])=[O:4])[O:14][C:15]2[CH:16]=[CH:17][CH:18]=[CH:19][CH:20]=2)[CH:26]=[CH:27][CH:28]=1. Procedure: Diphenyl methylsulfonylcarbonimidate from step A (0.75 g, 2.59 mmol) and 3-bromoaniline (0.28 ml, 2.59 mmol) were dissolved in acetonitrile (5 ml) and heated to 70° C. for 12 hours. The reaction was cooled to room temperature and concentrated under vacuum. Purification by flash chromatography (30% EtOAc/hexanes) afforded phenyl N-3-bromophenyl-N′-(methylsulfonyl)carbamimidate (0.50 g, 1.35 mmol, 52%). Starting materials: [Li+].[OH-] (LiOH), CN(\C=C/C(=O)C1=C(C(=C(OCCCOC2=C(C3=C(CCC(O3)C(=O)OC)C=C2)CCC)C=C1)CCC)OC)C (Methyl 7-[3-[4-[3-(dimethylamino)-1-oxo-2Z-propenyl]-3-methoxy-2-propylphenoxy]propoxy]-3,4-dihydro-8-propyl-2H-1-benzopyran-2-carboxylate), 4, Cl (hydrochloric acid), 1methanol THF. The solvent is C(C)(=O)OCC (ethyl acetate). Run at time 2.5 hour. Product: CN(\C=C/C(=O)C1=C(C(=C(OCCCOC2=C(C3=C(CCC(O3)C(=O)O)C=C2)CCC)C=C1)CCC)OC)C (7-[3-[4-[3-(Dimethylamino)-1-oxo-2Z-propenyl]-3-methoxy-2-propylphenoxy]propoxy]-3,4-dihydro-8-propyl-2H-1-benzopyran-2-carboxylic acid). As a reaction SMILES: [CH3:1][N:2]([CH3:40])/[CH:3]=[CH:4]\[C:5]([C:7]1[CH:34]=[CH:33][C:10]([O:11][CH2:12][CH2:13][CH2:14][O:15][C:16]2[CH:29]=[CH:28][C:19]3[CH2:20][CH2:21][CH:22]([C:24]([O:26]C)=[O:25])[O:23][C:18]=3[C:17]=2[CH2:30][CH2:31][CH3:32])=[C:9]([CH2:35][CH2:36][CH3:37])[C:8]=1[O:38][CH3:39])=[O:6].[Li+].[OH-].Cl>C(OCC)(=O)C>[CH3:40][N:2]([CH3:1])/[CH:3]=[CH:4]\[C:5]([C:7]1[CH:34]=[CH:33][C:10]([O:11][CH2:12][CH2:13][CH2:14][O:15][C:16]2[CH:29]=[CH:28][C:19]3[CH2:20][CH2:21][CH:22]([C:24]([OH:26])=[O:25])[O:23][C:18]=3[C:17]=2[CH2:30][CH2:31][CH3:32])=[C:9]([CH2:35][CH2:36][CH3:37])[C:8]=1[O:38][CH3:39])=[O:6] |f:1.2|. Procedure: The compound of Example 2 (0.11 g, 0.199 mmol) was mixed with 3.0 ml of 4:1methanol/THF and 0.3 ml of 1M LiOH and allowed to react at 0° C. for15 minutes then at room temperature for 2.5 hours. The reaction mixture waspoured into ethyl acetate and 0.5N hydrochloric acid, and the ethyl acetatelayer was washed with brine, dried over sodium sulfate, and concentrated togive the product. Starting materials: ClCC(=O)OC(C)(CCC(C)(C)OC(CCl)=O)C (2,5-Dimethylhexane-2,5-diyl bis(2-chloroacetate)), C(O)CN (ethanolamine). The solvent is C(Cl)Cl (CH2Cl2), C(Cl)Cl (methylene chloride). Reaction conditions: temperature 20 celsius, time 18 hour. The product is OCCNCC(=O)OC(C)(CCC(C)(C)OC(CNCCO)=O)C (2,5-Dimethylhexane-2,5-diyl bis(2-(2-hydroxyethylamino)acetate)). RXN SMILES: Cl[CH2:2][C:3]([O:5][C:6]([CH3:18])([CH2:8][CH2:9][C:10]([O:13][C:14](=[O:17])[CH2:15]Cl)([CH3:12])[CH3:11])[CH3:7])=[O:4].[CH2:19]([CH2:21][NH2:22])[OH:20]>C(Cl)Cl>[OH:20][CH2:19][CH2:21][NH:22][CH2:2][C:3]([O:5][C:6]([CH3:18])([CH2:8][CH2:9][C:10]([O:13][C:14](=[O:17])[CH2:15][NH:22][CH2:21][CH2:19][OH:20])([CH3:12])[CH3:11])[CH3:7])=[O:4]. Procedure: To a solution of compound (61) (0.898 g, 3 mmol) in 5 mL of methylene chloride at 0° C., ethanolamine (40) (2.504 g, 41 mmol) was added drop wise over the course of one hour. The solution was then allowed to warm to 20° C. and stirred for 18 hours. On completion, the reaction was diluted with CH2Cl2 (15 mL) and washed with brine (1×20 mL) and dried. The solvent was evaporated to get clear yellow oil. (0.380 g) 1H NMR (400 MHz, CDCl3): δ 1.35 (s, 12H), 1.79 (s, 4H), 2.68-2.71 (t, J=5.1, 4H), 3.08...